Dataset: the Open Reaction Database (ORD), a public repository of structured organic reaction records. Task: describe an organic reaction: reactants, conditions, products, and yield Reactants: C(=O)(O)[O-].[Na+] (NaHCO3), ice, C1(CCCCCCCCC1)N (cyclodecylamine), C([O-])([O-])=O.[K+].[K+] (potassium carbonate), [I-].C(C)[N+]1(CCC(CC1)=O)C (1-ethyl-1-methyl-4-oxo-piperidinium iodide). The solvent is C(C)O (ethanol), O (water). Yields the product C1(CCCCCCCCC1)N1CCC(CC1)=O (1-Cyclodecyl-piperidin-4-one). Isolated yield 84.3%. Reaction SMILES: [CH:1]1([NH2:11])[CH2:10][CH2:9][CH2:8][CH2:7][CH2:6][CH2:5][CH2:4][CH2:3][CH2:2]1.C(=O)([O-])[O-].[K+].[K+].[I-].C([N+]1(C)[CH2:26][CH2:25][C:24](=[O:27])[CH2:23][CH2:22]1)C.C([O-])(O)=O.[Na+]>C(O)C.O>[CH:1]1([N:11]2[CH2:26][CH2:25][C:24](=[O:27])[CH2:23][CH2:22]2)[CH2:10][CH2:9][CH2:8][CH2:7][CH2:6][CH2:5][CH2:4][CH2:3][CH2:2]1 |f:1.2.3,4.5,6.7|. Reported procedure: To a solution of cyclodecylamine (6.78 g, 44 mmol) in ethanol (80 ml) was added a solution of potassium carbonate (0.60 g, 3.9 mmol) and 1-ethyl-1-methyl-4-oxo-piperidinium iodide (16.2 g, 60 mmol) in water (40 ml) and the mixture was refluxed for 100 min. The reaction mixture was poured into sat. NaHCO3 -solution (120 ml)/ice (400 ml) and extracted with ethylacetate (2×300 ml). The combined organic layers were dried (MgSO4) and evaporated. Column chromatography on silica gel (toluene/ethylaceta... Starting materials: CC(OCC)=O (EA), CO (MeOH), C(C)OC([C@H](C)N(C([C@H](CC(NC(C1=CC=CC=C1)(C1=CC=CC=C1)C1=CC=CC=C1)=O)NC(OC)=O)=O)CC=1C=CC=C2C=CC=NC12)OCC (methyl (S)-1-(((S)-1,1-diethoxypropan-2-yl)(quinolin-8-ylmethyl)amino)-1,4-dioxo-4-(tritylamino)butan-2-ylcarbamate), N1CCCCC1 (piperidine). Run in C(Cl)Cl (DCM), C(Cl)Cl (DCM), C(Cl)Cl (DCM). Reaction conditions: time 1.5 hour. Yields the product N[C@H](C(=O)N(CC=1C=CC=C2C=CC=NC12)[C@H](C(OCC)OCC)C)CC(=O)NC(C1=CC=CC=C1)(C1=CC=CC=C1)C1=CC=CC=C1 ((S)-2-amino-N1—((S)-1,1-diethoxypropan-2-yl)-N1-(quinolin-8-ylmethyl)-N4-tritylsuccinamide). Isolated yield 87.9%. Reaction SMILES: [CH2:1]([O:3][CH:4]([O:50][CH2:51][CH3:52])[C@@H:5]([N:7]([CH2:39][C:40]1[CH:41]=[CH:42][CH:43]=[C:44]2[C:49]=1[N:48]=[CH:47][CH:46]=[CH:45]2)[C:8](=[O:38])[C@@H:9]([NH:33]C(=O)OC)[CH2:10][C:11](=[O:32])[NH:12][C:13]([C:26]1[CH:31]=[CH:30][CH:29]=[CH:28][CH:27]=1)([C:20]1[CH:25]=[CH:24][CH:23]=[CH:22][CH:21]=1)[C:14]1[CH:19]=[CH:18][CH:17]=[CH:16][CH:15]=1)[CH3:6])[CH3:2].N1CCCCC1.CC(=O)OCC.CO>C(Cl)Cl>[NH2:33][C@@H:9]([CH2:10][C:11]([NH:12][C:13]([C:20]1[CH:21]=[CH:22][CH:23]=[CH:24][CH:25]=1)([C:26]1[CH:31]=[CH:30][CH:29]=[CH:28][CH:27]=1)[C:14]1[CH:15]=[CH:16][CH:17]=[CH:18][CH:19]=1)=[O:32])[C:8]([N:7]([C@@H:5]([CH3:6])[CH:4]([O:3][CH2:1][CH3:2])[O:50][CH2:51][CH3:52])[CH2:39][C:40]1[CH:41]=[CH:42][CH:43]=[C:44]2[C:49]=1[N:48]=[CH:47][CH:46]=[CH:45]2)=[O:38]. Procedure details: 9H-Fluoren-9-yl)methyl (S)-1-(((S)-1,1-diethoxypropan-2-yl)(quinolin-8-ylmethyl)amino)-1,4-dioxo-4-(tritylamino)butan-2-ylcarbamate (Compound III-20) 23.4 g (27 mmol) and piperidine 22.7 g (270 mmol) were added in DCM (90 ml). The mixture was stirred for 1.5 h at room temperature. The mixture was diluted with DCM (200 ml) and washed with water (150 ml×3). The solution was concentrated in vacuo. The residue was purified by column chromatography on silica gel with PE:EA=50:1 to DCM:MeOH=10:1 to gi... Reactants: O=CO, CCOC(=O)C(=NOCC=C(Cl)Cl)c1csc(NC(c2ccccc2)(c2ccccc2)c2ccccc2)n1, O. Yields the product CCOC(=O)C(=NOCC=C(Cl)Cl)c1csc(N)n1. Reaction SMILES: [CH:40]([OH:41])=[O:42].[Cl:1][C:2](=[CH:3][CH2:4][O:5][N:6]=[C:7]([C:8](=[O:9])[O:10][CH2:11][CH3:12])[c:13]1[n:14][c:15]([NH:18][C:19]([c:20]2[cH:21][cH:22][cH:23][cH:24][cH:25]2)([c:26]2[cH:27][cH:28][cH:29][cH:30][cH:31]2)[c:32]2[cH:33][cH:34][cH:35][cH:36][cH:37]2)[s:16][cH:17]1)[Cl:38].[OH2:39]>>[Cl:1][C:2](=[CH:3][CH2:4][O:5][N:6]=[C:7]([C:8](=[O:9])[O:10][CH2:11][CH3:12])[c:13]1[n:14][c:15]([NH2:18])[s:16][cH:17]1)[Cl:38]. Starting materials: C(#N)C1=CC=C2CC(NC2=C1)=O (6-cyanooxindole), ClC1=CC=C(C=N1)S(=O)(=O)N1CCN(CC1)C (1-(6-chloropyridine-3-sulfonyl)-4-methylpiperazine). Product: N (NH3), Cl.OC=1NC2=CC(=CC=C2C1C1=NC=C(C=C1)S(=O)(=O)N1CCN(CC1)C)C#N (2-Hydroxy-3-{5-[(4-methylpiperazin-1-yl)sulfonyl]pyridin-2-yl}-1H-indole-6-carbonitrile hydrochloride). RXN SMILES: [C:1]([C:3]1[CH:11]=[C:10]2[C:6]([CH2:7][C:8](=[O:12])[NH:9]2)=[CH:5][CH:4]=1)#[N:2].[Cl:13][C:14]1[N:19]=[CH:18][C:17]([S:20]([N:23]2[CH2:28][CH2:27][N:26]([CH3:29])[CH2:25][CH2:24]2)(=[O:22])=[O:21])=[CH:16][CH:15]=1>>[NH3:2].[ClH:13].[OH:12][C:8]1[NH:9][C:10]2[C:6]([C:7]=1[C:14]1[CH:15]=[CH:16][C:17]([S:20]([N:23]3[CH2:28][CH2:27][N:26]([CH3:29])[CH2:25][CH2:24]3)(=[O:22])=[O:21])=[CH:18][N:19]=1)=[CH:5][CH:4]=[C:3]([C:1]#[N:2])[CH:11]=2 |f:3.4|. Procedure: The title compound was prepared as described for Example 55 using 6-cyanooxindole (1.5 equ) and 1-(6-chloropyridine-3-sulfonyl)-4-methylpiperazine (1 equ; described in: Thunus L., Annales Pharmaceutiques Francaises 1977, 35, 197-203). Purification on a silica gel column using chloroform/methanol/conc. NH3(aq), (76:23: 1), as the eluent gave the title compound as the base. The base was dissolved in acetone/chloroform/methanol and treated with 5 M HCl in diethyl ether. The hydrochloride was dried ... Starting materials: [Al+3], c1ccc2c(c1)CCC2, CC(=O)OC(C)=O, [Cl-], [Cl-], [Cl-], ClCCl, O. The product is CC(=O)c1ccc2c(c1)CCC2. RXN SMILES: [Al+3:18].[CH2:1]1[CH2:2][c:3]2[cH:4][cH:5][cH:6][cH:7][c:8]2[CH2:9]1.[CH3:10][C:11](=[O:12])[O:13][C:14](=[O:15])[CH3:16].[Cl-:17].[Cl-:19].[Cl-:20].[Cl:22][CH2:23][Cl:24].[OH2:21]>>[CH2:1]1[CH2:2][c:3]2[cH:4][cH:5][c:6]([C:11]([CH3:10])=[O:12])[cH:7][c:8]2[CH2:9]1. The reactants are NC1=C(C=CC=C1)C1=CC=C(C=C1)C(C(=O)OCC1=CC=CC=C1)O (benzyl 2'-amino-4-biphenylylglycolate), C([O-])([O-])=O.[Na+].[Na+] (sodium carbonate), C1(=CC=CC=C1)C (toluene), Cl (hydrochloric acid), N(=O)[O-].[Na+] (sodium nitrite), diazonium, cuprous cyanide. Run in O (water). Conditions: temperature 0 celsius, time 0.5 hour. The product is C(#N)C1=C(C=CC=C1)C1=CC=C(C=C1)C(C(=O)OCC1=CC=CC=C1)O (benzyl 2'-cyano-4-biphenylylglycolate). Reaction SMILES: NC1C=CC=CC=1[C:8]1[CH:13]=[CH:12][C:11]([CH:14]([OH:25])[C:15]([O:17][CH2:18][C:19]2[CH:24]=[CH:23][CH:22]=[CH:21][CH:20]=2)=[O:16])=[CH:10][CH:9]=1.Cl.[N:27]([O-])=O.[Na+].C(=O)([O-])[O-].[Na+].[Na+].[C:37]1([CH3:43])[CH:42]=[CH:41][CH:40]=[CH:39][CH:38]=1>O>[C:43]([C:37]1[CH:42]=[CH:41][CH:40]=[CH:39][C:38]=1[C:8]1[CH:13]=[CH:12][C:11]([CH:14]([OH:25])[C:15]([O:17][CH2:18][C:19]2[CH:20]=[CH:21][CH:22]=[CH:23][CH:24]=2)=[O:16])=[CH:10][CH:9]=1)#[N:27] |f:2.3,4.5.6|. Procedure details: To 29.4 g. (0.1 moles) of benzyl 2'-amino-4-biphenylylglycolate in 35 ml. of 28% hydrochloric acid and 100 ml. of cracked ice to maintain the temperature at 0°C is added a solution of 7.1 g (0.102 moles) of sodium nitrite in 20 ml. of water. The reaction mixture is then neutralized with sodium carbonate. This diazonium mixture is added to a cuprous cyanide solution (prepared from 31.5 g. of copper sulfate and 16.2 of sodium cyanide in 75 ml. of water). 250 ml. of toluene is also added and the mi...